Dataset: the Open Reaction Database (ORD), a public repository of structured organic reaction records. Task: describe an organic reaction: reactants, conditions, products, and yield Reactants: CO, CCCCCC, CN1CC=C(c2c[nH]c3ccc(N)cc23)CC1. Yields the product Nc1ccc2[nH]ccc2c1. Reaction SMILES: [CH3:18][OH:19].[CH3:20][CH2:21][CH2:22][CH2:23][CH2:24][CH3:25].[NH2:1][c:2]1[cH:3][c:4]2[c:5]([C:11]3=[CH:17][CH2:16][N:14]([CH3:15])[CH2:13][CH2:12]3)[cH:6][nH:7][c:8]2[cH:9][cH:10]1>>[NH2:1][c:2]1[cH:3][c:4]2[cH:5][cH:6][nH:7][c:8]2[cH:9][cH:10]1.